This data is from the Open Reaction Database (ORD), a public repository of structured organic reaction records. The task is: describe an organic reaction: reactants, conditions, products, and yield Reactants: Cc1nc(N2CCN(C(=O)OC(C)(C)C)CC2)sc1C(F)(F)F, Cl, C1COCCO1. Product: Cl, Cc1nc(N2CCNCC2)sc1C(F)(F)F. RXN SMILES: [C:1]([O:2][C:3](=[O:4])[N:8]1[CH2:9][CH2:10][N:11]([c:14]2[s:15][c:16]([C:20]([F:21])([F:22])[F:23])[c:17]([CH3:19])[n:18]2)[CH2:12][CH2:13]1)([CH3:5])([CH3:6])[CH3:7].[ClH:24].[O:25]1[CH2:26][CH2:27][O:28][CH2:29][CH2:30]1>>[ClH:24].[NH:8]1[CH2:9][CH2:10][N:11]([c:14]2[s:15][c:16]([C:20]([F:21])([F:22])[F:23])[c:17]([CH3:19])[n:18]2)[CH2:12][CH2:13]1. Run in N1=CC=CC=C1 (pyridine). Reaction SMILES: [CH:1]1([N:4]2[C:13]3[C:8](=[CH:9][C:10]([F:16])=[C:11](F)[C:12]=3[F:14])[C:7](=[O:17])[C:6]([C:18]([OH:20])=[O:19])=[CH:5]2)[CH2:3][CH2:2]1.Cl.[N:22]1([CH:27]2[CH2:31][CH2:30][NH:29][CH2:28]2)[CH:26]=[N:25][CH:24]=[N:23]1.C1CCN2C(=NCCC2)CC1>N1C=CC=CC=1>[CH:1]1([N:4]2[C:13]3[C:8](=[CH:9][C:10]([F:16])=[C:11]([N:29]4[CH2:30][CH2:31][CH:27]([N:22]5[CH:26]=[N:25][CH:24]=[N:23]5)[CH2:28]4)[C:12]=3[F:14])[C:7](=[O:17])[C:6]([C:18]([OH:20])=[O:19])=[CH:5]2)[CH2:2][CH2:3]1 |f:1.2|. Yield: 49.8%. Run at temperature 95 celsius. Reported procedure: To a solution of 1-cyclopropyl-6,7,8-trifluoro -1,4-dihydro-4-oxoquinoline-3-carboxylic acid (70.75 mg, 0.25 mmol) and 3-(1,2,4-triazol-1-yl)pyrrolidine hydrochloride (100 mg) 3 ml of dry pyridine under nitrogen was added 152 mg (1 mmol) of DBU and the solution was heated at 95° C. overnight. The orange solution was then concentrated under reduced pressure and water was added to the residue and the solid was collected and dried to yield 50 mg (50%) of a gray solid, m.p. 219.7°-220.7° C. 1H NMR (... Product: C1(CC1)N1C=C(C(C2=CC(=C(C(=C12)F)N1CC(CC1)N1N=CN=C1)F)=O)C(=O)O (1-Cyclopropyl-6,8-difluoro-7-[3-(1 , 2 , 4-triazol-1-yl)pyrrolidin-1-yl]-1,4-dihydro-4-oxoquinoline-3-carboxylic acid). Starting materials: C1(CC1)N1C=C(C(C2=CC(=C(C(=C12)F)F)F)=O)C(=O)O (1-cyclopropyl-6,7,8-trifluoro -1,4-dihydro-4-oxoquinoline-3-carboxylic acid), Cl.N1(N=CN=C1)C1CNCC1 (3-(1,2,4-triazol-1-yl)pyrrolidine hydrochloride), C1CCC2=NCCCN2CC1 (DBU). The reactants are C1=CC(=CC(=C1)Cl)C(=O)OO (m-CPBA), C(C)OC(OC=1C(NC(C1C1=C(C=CC(=C1)C)C)=O)CC1CCSCC1)=O (carbonic acid 4-(2,5-dimethyl-phenyl)-5-oxo-2-(tetrahydro-thiopyran-4-ylmethyl)-2,5-dihydro-1H-pyrrol-3-yl ester ethyl ester). The solvent is C(Cl)Cl (CH2Cl2), C(Cl)Cl (CH2Cl2). Run at time 1 hour. Product: C(C)OC(OC=1C(NC(C1C1=C(C=CC(=C1)C)C)=O)CC1CCS(CC1)=O)=O (carbonic acid 4-(2,5-dimethyl-phenyl)-5-oxo-2-(1-oxo-hexahydro-1λ4-thiopyran-4-ylmethyl)-2,5-dihydro-1H-pyrrol-3-yl ester ethyl ester). As a reaction SMILES: C1C=C(Cl)C=C(C(OO)=[O:9])C=1.[CH2:12]([O:14][C:15](=[O:38])[O:16][C:17]1[CH:18]([CH2:31][CH:32]2[CH2:37][CH2:36][S:35][CH2:34][CH2:33]2)[NH:19][C:20](=[O:30])[C:21]=1[C:22]1[CH:27]=[C:26]([CH3:28])[CH:25]=[CH:24][C:23]=1[CH3:29])[CH3:13]>C(Cl)Cl>[CH2:12]([O:14][C:15](=[O:38])[O:16][C:17]1[CH:18]([CH2:31][CH:32]2[CH2:37][CH2:36][S:35](=[O:9])[CH2:34][CH2:33]2)[NH:19][C:20](=[O:30])[C:21]=1[C:22]1[CH:27]=[C:26]([CH3:28])[CH:25]=[CH:24][C:23]=1[CH3:29])[CH3:13]. Procedure: A solution of m-CPBA (189 mg, 1.1 mmol) in 5 ml of CH2Cl2 was added slowly to a stirred solution of carbonic acid 4-(2,5-dimethyl-phenyl)-5-oxo-2-(tetrahydro-thiopyran-4-ylmethyl)-2,5-dihydro-1H-pyrrol-3-yl ester ethyl ester (compound P1.2) (390 mg, 1.0 mmol) in 10 ml CH2Cl2 and the reaction mixture was stirred at room temperature for 1 h. Then, the resulting mixture was washed with saturated NaHCO3 (aq) and aqueous Na2S2O3, respectively. The organic layer was dried over sodium sulfate, filtered... Reactants: CN(S(=O)(=O)N1CCN(CC1)C1=NC(=NC(=N1)C(C)OCC1=CC=CC=C1)Cl)C (4-[4-(1-benzyloxy-ethyl)-6-chloro-[1,3,5]triazin-2-yl]-piperazine-1-sulfonic acid dimethylamide), Cl (HCl), C(=O)[O-].[NH4+] (ammonium formate). Run in C(C)(C)O (isopropanol). Conditions: temperature 90 celsius. The product is CN(S(=O)(=O)N1CCN(CC1)C1=NC=NC(=N1)C(C)O)C (4-[4-(1-Hydroxy-ethyl)-[1,3,5]triazin-2-yl]-piperazine-1-sulfonic acid dimethylamide). As a reaction SMILES: [CH3:1][N:2]([CH3:29])[S:3]([N:6]1[CH2:11][CH2:10][N:9]([C:12]2[N:17]=[C:16]([CH:18]([O:20]CC3C=CC=CC=3)[CH3:19])[N:15]=[C:14](Cl)[N:13]=2)[CH2:8][CH2:7]1)(=[O:5])=[O:4].Cl.C([O-])=O.[NH4+]>C(O)(C)C>[CH3:29][N:2]([CH3:1])[S:3]([N:6]1[CH2:11][CH2:10][N:9]([C:12]2[N:17]=[C:16]([CH:18]([OH:20])[CH3:19])[N:15]=[CH:14][N:13]=2)[CH2:8][CH2:7]1)(=[O:5])=[O:4] |f:2.3|. Procedure: A mixture of 4-[4-(1-benzyloxy-ethyl)-6-chloro-[1,3,5]triazin-2-yl]-piperazine-1-sulfonic acid dimethylamide (0.73 mmol, 320 mg), (Pd—C 910%, 640 mg), HCl (2 M in ether, 4.4 mmol, 2.2 mL), ammonium formate (15 mmol, 915 mg) and isopropanol (10 mL) was heated at 90° C. for 2 h. The reaction was cooled and filtered, and to the filtrate was added chloroform (20 mL) and aq. saturated sodium bicarbonate (20 mL). The chloroform layer was collected, dried, filtered and the filtrate was evaporated to dr... Product: ClCC#CC(C(=O)OC)=NOC (Methyl 5-chloro-2-methoxyiminopent-3-ynoate). Procedure details: 1.4 ml of ethyl chloroformate are added to a solution of 12.1 g of methyl 2-methoxyimino-5-morpholin-4-ylpent-3-ynoate in 25 ml of THF. The mixture is now heated for 20 hours at 70°. After evaporation, the residue is chromatographed on silica gel (ether/hexane 1:2). This gives 8.2 g of colourless crystals of the title compound of melting point 64-67°. Reaction SMILES: [Cl:1]C(OCC)=O.[CH3:7][O:8][N:9]=[C:10]([C:15]#[C:16][CH2:17]N1CCOCC1)[C:11]([O:13][CH3:14])=[O:12]>C1COCC1>[Cl:1][CH2:17][C:16]#[C:15][C:10](=[N:9][O:8][CH3:7])[C:11]([O:13][CH3:14])=[O:12]. Reactants: ClC(=O)OCC (ethyl chloroformate), CON=C(C(=O)OC)C#CCN1CCOCC1 (methyl 2-methoxyimino-5-morpholin-4-ylpent-3-ynoate). Run in C1CCOC1 (THF). Reactants: C1(CCCC1)N (cyclopentylamine), ClC1=NC=C(C=C1)[N+](=O)[O-] (2-chloro-5-nitro-pyridine), TEA. The solvent is CN(C)C=O (DMF). Run at temperature 200 celsius. Product: C1(CCCC1)NC1=NC=C(C=C1)[N+](=O)[O-] (cyclopentyl-(5-nitro-pyridin-2-yl)-amine). RXN SMILES: [CH:1]1([NH2:6])[CH2:5][CH2:4][CH2:3][CH2:2]1.Cl[C:8]1[CH:13]=[CH:12][C:11]([N+:14]([O-:16])=[O:15])=[CH:10][N:9]=1>CN(C=O)C>[CH:1]1([NH:6][C:8]2[CH:13]=[CH:12][C:11]([N+:14]([O-:16])=[O:15])=[CH:10][N:9]=2)[CH2:5][CH2:4][CH2:3][CH2:2]1. Procedure: To a 20 mL vial containing cyclopentylamine (300 mg, 3.53 mmol) was added DMF (5 mL), 2-chloro-5-nitro-pyridine (559 mg, 3.53 mmol), and the TEA (0.98 mL). The vessel was purged with argon, sealed, and heat by microwave at 200° C. for 5 min (Personal Chemistry, Emrys Optimizer). The reaction mixture was concentrated, diluted with water (100 mL) and extracted with ethyl acetate. The organic layer was washed with saturated sodium bicarbonate (100 mL) and brine (100 mL), dried over sodium sulfate, ... Reported procedure: Following the procedure as described in Example 22, making variation only as required to use 2,3-dihydro-1H-inden-2-amine in place of benzo[b]thiophen-2-ylmethanamine to react with 2-(4-(benzyloxy)-2-oxopyridin-1(2H)-yl)-4-methylthiazole-5-carboxylic acid, the title compound was obtained as a colorless solid in 27% yield: 1H NMR (300 MHz, DMSO-d6) δ 8.61 (d, J=8.1 Hz, 1H), 8.51 (d, J=7.0 Hz, 1H), 7.50-7.31 (m, 5H), 7.20-7.09 (m, 4H), 6.38 (dd, J=8.1, 2.7 Hz, 1H), 6.22 (d, J=2.7 Hz, 1H), 5.15 (s,... Reactants: C1C(CC2=CC=CC=C12)N (2,3-dihydro-1H-inden-2-amine), C(C1=CC=CC=C1)OC1=CC(N(C=C1)C=1SC(=C(N1)C)C(=O)O)=O (2-(4-(benzyloxy)-2-oxopyridin-1(2H)-yl)-4-methylthiazole-5-carboxylic acid). Yield: 27.0%. The product is C(C1=CC=CC=C1)OC1=CC(N(C=C1)C=1SC(=C(N1)C)C(=O)NC1CC2=CC=CC=C2C1)=O (2-(4-(Benzyloxy)-2-oxopyridin-1(2H)-yl)-N-(2,3-dihydro-1H-inden-2-yl)-4-methylthiazole-5-carboxamide). Reaction SMILES: [CH2:1]1[C:9]2[C:4](=[CH:5][CH:6]=[CH:7][CH:8]=2)[CH2:3][CH:2]1[NH2:10].[CH2:11]([O:18][C:19]1[CH:24]=[CH:23][N:22]([C:25]2[S:26][C:27]([C:31](O)=[O:32])=[C:28]([CH3:30])[N:29]=2)[C:21](=[O:34])[CH:20]=1)[C:12]1[CH:17]=[CH:16][CH:15]=[CH:14][CH:13]=1>>[CH2:11]([O:18][C:19]1[CH:24]=[CH:23][N:22]([C:25]2[S:26][C:27]([C:31]([NH:10][CH:2]3[CH2:3][C:4]4[C:9](=[CH:8][CH:7]=[CH:6][CH:5]=4)[CH2:1]3)=[O:32])=[C:28]([CH3:30])[N:29]=2)[C:21](=[O:34])[CH:20]=1)[C:12]1[CH:17]=[CH:16][CH:15]=[CH:14][CH:13]=1. Starting materials: CCOC(=O)CS, CCOC(=O)C=CC(OCC)OCC, CCO, [Na]. Yields the product CCOC(=O)C1C(=O)CSC1C(OCC)OCC. As a reaction SMILES: [C:16]([CH2:17][SH:18])(=[O:19])[O:20][CH2:21][CH3:22].[CH2:1]([CH3:2])[O:3][CH:4]([CH:5]=[CH:6][C:7](=[O:8])[O:9][CH2:10][CH3:11])[O:12][CH2:13][CH3:14].[CH3:23][CH2:24][OH:25].[Na:15]>>[CH2:1]([CH3:2])[O:3][CH:4]([CH:5]1[CH:6]([C:7](=[O:8])[O:9][CH2:10][CH3:11])[C:16](=[O:19])[CH2:17][S:18]1)[O:12][CH2:13][CH3:14].